Dataset: the Open Reaction Database (ORD), a public repository of structured organic reaction records. Task: describe an organic reaction: reactants, conditions, products, and yield Procedure details: By the reaction and treatment in the same manner as in Example 6 using 5-fluoro-2-methyl-1H-indole-3-carboxylic acid (0.9 g) and 5-amino-2-(4-hydroxypiperidin-1-yl)benzonitrile (1.1 g), the title compound (0.6 g) was obtained. melting point: 169-171° C. Isolated yield 32.8%. Starting materials: FC=1C=C2C(=C(NC2=CC1)C)C(=O)O (5-fluoro-2-methyl-1H-indole-3-carboxylic acid), NC=1C=CC(=C(C#N)C1)N1CCC(CC1)O (5-amino-2-(4-hydroxypiperidin-1-yl)benzonitrile). As a reaction SMILES: [F:1][C:2]1[CH:3]=[C:4]2[C:8](=[CH:9][CH:10]=1)[NH:7][C:6]([CH3:11])=[C:5]2[C:12]([OH:14])=O.[NH2:15][C:16]1[CH:17]=[CH:18][C:19]([N:24]2[CH2:29][CH2:28][CH:27]([OH:30])[CH2:26][CH2:25]2)=[C:20]([CH:23]=1)[C:21]#[N:22]>>[C:21]([C:20]1[CH:23]=[C:16]([NH:15][C:12]([C:5]2[C:4]3[C:8](=[CH:9][CH:10]=[C:2]([F:1])[CH:3]=3)[NH:7][C:6]=2[CH3:11])=[O:14])[CH:17]=[CH:18][C:19]=1[N:24]1[CH2:29][CH2:28][CH:27]([OH:30])[CH2:26][CH2:25]1)#[N:22]. The product is C(#N)C=1C=C(C=CC1N1CCC(CC1)O)NC(=O)C1=C(NC2=CC=C(C=C12)F)C (N-[3-cyano-4-(4-hydroxypiperidin-1-yl)phenyl]-5-fluoro-2-methyl-1H-indole-3-carboxamide).